From a dataset of the Open Reaction Database (ORD), a public repository of structured organic reaction records. describe an organic reaction: reactants, conditions, products, and yield Reactants: CC1=C(C=C(C(=O)O)C=C1)B1OC(C(O1)(C)C)(C)C (4-Methyl-3-(4,4,5,5-tetramethyl-1,3,2-dioxaborolan-2-yl)benzoic acid), Cl.CN(CCCN=C=NCC)C (1-(3-dimethylaminopropyl)-3-ethylcarbodiimide hydrochloride), ON1N=NC2=C1N=CC=C2 (1-hydroxy-7-azabenzotriazole), C(C)N (ethylamine). Solvent: O1CCCC1 (tetrahydrofuran), C(Cl)(Cl)Cl (chloroform), O (water). Conditions: time 24 hour. Product: C(C)NC(C1=CC(=C(C=C1)C)B1OC(C(O1)(C)C)(C)C)=O (N-Ethyl-4-methyl-3-(4,4,5,5-tetramethyl-1,3,2-dioxaborolan-2-yl)benzamide). The yield is 94.8%. Reaction SMILES: [CH3:1][C:2]1[CH:10]=[CH:9][C:5]([C:6](O)=[O:7])=[CH:4][C:3]=1[B:11]1[O:15][C:14]([CH3:17])([CH3:16])[C:13]([CH3:19])([CH3:18])[O:12]1.Cl.C[N:22](C)[CH2:23][CH2:24]CN=C=NCC.ON1C2N=CC=CC=2N=N1.C(N)C>O1CCCC1.C(Cl)(Cl)Cl.O>[CH2:23]([NH:22][C:6](=[O:7])[C:5]1[CH:9]=[CH:10][C:2]([CH3:1])=[C:3]([B:11]2[O:15][C:14]([CH3:17])([CH3:16])[C:13]([CH3:19])([CH3:18])[O:12]2)[CH:4]=1)[CH3:24] |f:1.2|. Procedure details: 4-Methyl-3-(4,4,5,5-tetramethyl-1,3,2-dioxaborolan-2-yl)benzoic acid (1.3 g), 1-(3-dimethylaminopropyl)-3-ethylcarbodiimide hydrochloride (1.44 g) and 3H-[1,2,3] 1-hydroxy-7-azabenzotriazole (0.077 g) was added to a stirred solution of ethylamine in tetrahydrofuran (2M, 5 ml) in chloroform (30 ml) and the mixture was stirred for 24 h. The mixture was poured into water, passed through a hydrophobic filter tube and the organic phase was concentrated under vacuum. The residual solid was purified on... Reactants: B, C1CCOC1, [Cl-], CN(C)C(=O)c1cccc(NS(=O)(=O)c2ccc(-c3ccc(Cl)cc3Cl)cc2)c1, [NH4+], O. Product: CN(C)Cc1cccc(NS(=O)(=O)c2ccc(-c3ccc(Cl)cc3Cl)cc2)c1. As a reaction SMILES: [BH3:30].[CH2:33]1[O:34][CH2:35][CH2:36][CH2:37]1.[Cl-:31].[Cl:1][c:2]1[c:3](-[c:9]2[cH:10][cH:11][c:12]([S:15](=[O:16])(=[O:17])[NH:18][c:19]3[cH:20][c:21]([C:22](=[O:23])[N:24]([CH3:25])[CH3:26])[cH:27][cH:28][cH:29]3)[cH:13][cH:14]2)[cH:4][cH:5][c:6]([Cl:8])[cH:7]1.[NH4+:32].[OH2:38]>>[Cl:1][c:2]1[c:3](-[c:9]2[cH:10][cH:11][c:12]([S:15](=[O:16])(=[O:17])[NH:18][c:19]3[cH:20][c:21]([CH2:22][N:24]([CH3:25])[CH3:26])[cH:27][cH:28][cH:29]3)[cH:13][cH:14]2)[cH:4][cH:5][c:6]([Cl:8])[cH:7]1. Starting materials: C(C(C)C)N([C@@H](CCCCN)C(=O)O)S(=O)(=O)C1=CC=C(C=C1)[N+](=O)[O-] (Nα-isobutyl-Nα-(4-nitrobenzenesulfonyl)-L-lysine), [N+](=O)([O-])C=1C=C(C=CC(=O)O)C=CC1 (3-nitrocinnamic acid). The product is C(C(C)C)N([C@@H](CCCCNC(C=CC1=CC(=CC=C1)[N+](=O)[O-])=O)C(=O)O)S(=O)(=O)C1=CC=C(C=C1)[N+](=O)[O-] (Nα-Isobutyl-Nα-(4-nitrobenzenesulfonyl)-Nε-(3-nitrocinnamoyl)-L-lysine). Isolated yield 52.0%. RXN SMILES: [CH2:1]([N:5]([S:15]([C:18]1[CH:23]=[CH:22][C:21]([N+:24]([O-:26])=[O:25])=[CH:20][CH:19]=1)(=[O:17])=[O:16])[C@H:6]([C:12]([OH:14])=[O:13])[CH2:7][CH2:8][CH2:9][CH2:10][NH2:11])[CH:2]([CH3:4])[CH3:3].[N+:27]([C:30]1[CH:31]=[C:32]([CH:38]=[CH:39][CH:40]=1)[CH:33]=[CH:34][C:35](O)=[O:36])([O-:29])=[O:28]>>[CH2:1]([N:5]([S:15]([C:18]1[CH:23]=[CH:22][C:21]([N+:24]([O-:26])=[O:25])=[CH:20][CH:19]=1)(=[O:17])=[O:16])[C@H:6]([C:12]([OH:14])=[O:13])[CH2:7][CH2:8][CH2:9][CH2:10][NH:11][C:35](=[O:36])[CH:34]=[CH:33][C:32]1[CH:38]=[CH:39][CH:40]=[C:30]([N+:27]([O-:29])=[O:28])[CH:31]=1)[CH:2]([CH3:4])[CH3:3]. Procedure details: Nα-isobutyl-Nα-(4-nitrobenzenesulfonyl)-L-lysine was reacted with 3-nitrocinnamic acid under the conditions described in example 86 to yield 52% of the desired product. Reactants: COc1ccc(S(N)(=O)=O)cc1C(CCl)OC(C)=O, CC(=O)Cl, CO. Product: COc1ccc(S(N)(=O)=O)cc1C(O)CCl. As a reaction SMILES: [C:5](=[O:6])([CH3:7])[O:8][CH:9]([c:10]1[c:11]([O:20][CH3:21])[cH:12][cH:13][c:14]([S:16]([NH2:17])(=[O:18])=[O:19])[cH:15]1)[CH2:22][Cl:23].[CH3:1][C:2](=[O:3])[Cl:4].[CH3:24][OH:25]>>[OH:8][CH:9]([c:10]1[c:11]([O:20][CH3:21])[cH:12][cH:13][c:14]([S:16]([NH2:17])(=[O:18])=[O:19])[cH:15]1)[CH2:22][Cl:23]. The reactants are C[S-], O=C1c2ccc(Cl)cc2C(=O)N1CC(F)(F)F, [K+], [K+], [Na+], [Na+], O=C([O-])[O-], O=C([O-])O. The product is CSc1ccc2c(c1)C(=O)N(CC(F)(F)F)C2=O. Reaction SMILES: [CH3:24][S-:25].[Cl:1][c:2]1[cH:3][c:4]2[c:8]([cH:9][cH:10]1)[C:7](=[O:11])[N:6]([CH2:12][C:13]([F:14])([F:15])[F:16])[C:5]2=[O:17].[K+:18].[K+:19].[Na+:26].[Na+:31].[O-:20][C:21]([O-:22])=[O:23].[O-:27][C:28]([OH:29])=[O:30]>>[c:2]1([S:25][CH3:24])[cH:3][c:4]2[c:8]([cH:9][cH:10]1)[C:7](=[O:11])[N:6]([CH2:12][C:13]([F:14])([F:15])[F:16])[C:5]2=[O:17].